Dataset: the Open Reaction Database (ORD), a public repository of structured organic reaction records. Task: describe an organic reaction: reactants, conditions, products, and yield Reactants: CN(C)C1(c2ccccc2)CCC(CN)CC1, C1COCCO1, CC(Cc1c[nH]c2ccccc12)NC(=O)Oc1ccccc1. Yields the product CC(Cc1c[nH]c2ccccc12)NC(=O)NCC1CCC(c2ccccc2)(N(C)C)CC1. Reaction SMILES: [NH2:1][CH2:2][CH:3]1[CH2:4][CH2:5][C:6]([c:9]2[cH:10][cH:11][cH:12][cH:13][cH:14]2)([N:15]([CH3:16])[CH3:17])[CH2:7][CH2:8]1.[O:40]1[CH2:41][CH2:42][O:43][CH2:44][CH2:45]1.[c:18]1([O:24][C:25](=[O:19])[NH:26][CH:27]([CH2:28][c:29]2[cH:30][nH:31][c:32]3[cH:33][cH:34][cH:35][cH:36][c:37]23)[CH3:38])[cH:20][cH:21][cH:22][cH:23][cH:39]1>>[NH:1]([CH2:2][CH:3]1[CH2:4][CH2:5][C:6]([c:9]2[cH:10][cH:11][cH:12][cH:13][cH:14]2)([N:15]([CH3:16])[CH3:17])[CH2:7][CH2:8]1)[C:25](=[O:24])[NH:26][CH:27]([CH2:28][c:29]1[cH:30][nH:31][c:32]2[cH:33][cH:34][cH:35][cH:36][c:37]12)[CH3:38]. The reactants are CC(=O)O[BH-](OC(C)=O)OC(C)=O, NC1CCN(CCn2c(=O)ccc3c(F)cc(F)cc32)CC1O, [Na+], O=Cc1ccc2c(n1)NC(=O)CO2. The product is O=C1COc2ccc(CNC3CCN(CCn4c(=O)ccc5c(F)cc(F)cc54)CC3O)nc2N1. Reaction SMILES: [C:37]([O:38][BH-:39]([O:40][C:41](=[O:42])[CH3:43])[O:44][C:45](=[O:46])[CH3:47])(=[O:48])[CH3:49].[NH2:1][CH:2]1[CH:3]([OH:23])[CH2:4][N:5]([CH2:8][CH2:9][n:10]2[c:11](=[O:22])[cH:12][cH:13][c:14]3[c:15]([F:21])[cH:16][c:17]([F:20])[cH:18][c:19]23)[CH2:6][CH2:7]1.[Na+:50].[O:24]=[C:25]1[NH:26][c:27]2[c:28]([cH:31][cH:32][c:33]([CH:35]=[O:36])[n:34]2)[O:29][CH2:30]1>>[NH:1]([CH:2]1[CH:3]([OH:23])[CH2:4][N:5]([CH2:8][CH2:9][n:10]2[c:11](=[O:22])[cH:12][cH:13][c:14]3[c:15]([F:21])[cH:16][c:17]([F:20])[cH:18][c:19]23)[CH2:6][CH2:7]1)[CH2:35][c:33]1[cH:32][cH:31][c:28]2[c:27]([n:34]1)[NH:26][C:25](=[O:24])[CH2:30][O:29]2. Reaction conditions: time 2 hour. The product is C(#C)C=1C=C(C=CC1)C(=O)N1CCN(CC1)C ((3-Ethynylphenyl)(4-methylpiperazin-1-yl)methanone). Starting materials: CCCC[N+](CCCC)(CCCC)CCCC.[F-] (TBAF), CN1CCN(CC1)C(=O)C1=CC(=CC=C1)C#C[Si](C)(C)C ((4-methylpiperazin-1-yl){3-[(trimethylsilyl)ethynyl]phenyl}methanone). Procedure details: 1M TBAF in THF (0.30 mL, 0.30 mmol) was added to a solution of (4-methylpiperazin-1-yl){3-[(trimethylsilyl)ethynyl]phenyl}methanone (90 mg, 0.30 mmol) in dry THF (1.5 mL) and the mixture was stirred at room temperature for 2 h. The solvent was evaporated and the residue taken up with EtOAc (3 mL), washed with brine, dried over sodium sulfate and evaporated to afford the title compound (53 mg, 78%). The solvent is C1CCOC1 (THF), C1CCOC1 (THF). RXN SMILES: CCCC[N+](CCCC)(CCCC)CCCC.[F-].[CH3:19][N:20]1[CH2:25][CH2:24][N:23]([C:26]([C:28]2[CH:33]=[CH:32][CH:31]=[C:30]([C:34]#[C:35][Si](C)(C)C)[CH:29]=2)=[O:27])[CH2:22][CH2:21]1>C1COCC1>[C:34]([C:30]1[CH:29]=[C:28]([C:26]([N:23]2[CH2:22][CH2:21][N:20]([CH3:19])[CH2:25][CH2:24]2)=[O:27])[CH:33]=[CH:32][CH:31]=1)#[CH:35] |f:0.1|. Yield: 77.4%. Reactants: O1COC2=C1C=CC=C2C(CBr)=O (1-Benzo[1,3]dioxol4-yl-2-bromo-ethanone), ClC1=C(C=CC(=C1)Cl)C=O ((2,4-dichloro-phenyl)-methanone). Product: O1COC2=C1C=CC=C2C=O (benzo[1,3]dioxol-4-yl-methanone). As a reaction SMILES: [O:1]1[C:5]2[CH:6]=[CH:7][CH:8]=[C:9]([C:10](=[O:13])CBr)[C:4]=2[O:3][CH2:2]1.ClC1C=C(Cl)C=CC=1C=O>>[O:1]1[C:5]2[CH:6]=[CH:7][CH:8]=[C:9]([CH:10]=[O:13])[C:4]=2[O:3][CH2:2]1. Procedure details: This compound was prepared using 1-Benzo[1,3]dioxol4-yl-2-bromo-ethanone prepared in method I-7 (0.15 g, 10.62 mmol), in the manner described for 3-amino-5,6,7,8-tetrahydro-naphtho[2,3-b]furan-2-yl)-(2,4-dichloro-phenyl)-methanone (Method III-1):, affording 0.36 g (21%) of 3-Amino-5,6,7,8-tetrahydro-naphtho-[2,3-b]furan-2-yl)benzo[1,3]dioxol-4-yl-methanone as a yellow solid. 1H-NMR (MeOH-d4) δ 7.40 (s, 1H), 7.31 (dd, J=8 Hz, 1 Hz), 6.97 (dd, J=7 Hz, 1 Hz, 1 H), 6.82 (s, 1H), 6.19 (s, 2H), 2.68-2... Starting materials: C(C)(=O)O[C@@H](C(=O)NC=1C(=NC=C(C1)C1=CC=NC=C1)OC)CC1=CC=CC=C1 ((R)-1-(2-methoxy-5-(pyridin-4-yl)pyridin-3-ylamino)-1-oxo-3-phenylpropan-2-yl acetate), C([O-])([O-])=O.[K+].[K+] (Potassium carbonate). Solvent: CO (MeOH). Run at time 1 hour. Yields the product O[C@@H](C(=O)NC=1C(=NC=C(C1)C1=CC=NC=C1)OC)CC1=CC=CC=C1 ((R)-2-hydroxy-N-(2-methoxy-5-(pyridine-4-yl)pyridine-3-yl)-3-phenylpropanamide). The yield is 76.2%. As a reaction SMILES: C([O:4][C@H:5]([CH2:23][C:24]1[CH:29]=[CH:28][CH:27]=[CH:26][CH:25]=1)[C:6]([NH:8][C:9]1[C:10]([O:21][CH3:22])=[N:11][CH:12]=[C:13]([C:15]2[CH:20]=[CH:19][N:18]=[CH:17][CH:16]=2)[CH:14]=1)=[O:7])(=O)C.C(=O)([O-])[O-].[K+].[K+]>CO>[OH:4][C@H:5]([CH2:23][C:24]1[CH:29]=[CH:28][CH:27]=[CH:26][CH:25]=1)[C:6]([NH:8][C:9]1[C:10]([O:21][CH3:22])=[N:11][CH:12]=[C:13]([C:15]2[CH:16]=[CH:17][N:18]=[CH:19][CH:20]=2)[CH:14]=1)=[O:7] |f:1.2.3|. Procedure: The mixture (R)-1-(2-methoxy-5-(pyridin-4-yl)pyridin-3-ylamino)-1-oxo-3-phenylpropan-2-yl acetate 11.1.E (1500 mg, 3832 μmol) was dissolved in 22 mL MeOH. Potassium carbonate (1059 mg, 7664 μmol) was added to the mix. The reaction was stirred for 1 hour. LC/MS showed the product and trace starting material. Filtered, concentrated and worked up between DCM and water to afford 1.4 g of crude mix. Used DCM to rinse and filtered. The solids are purer by TLC. 1.02 g of 11.1.F was obtained. Starting materials: C=CCC1(N)CC(C)(C)CC(C)(C)C1, Cl, CC1=CC(N=[N+]=[N-])CC(C)(C)C1. Yields the product Cl, CC1=CC(N)CC(C)(C)C1. RXN SMILES: [CH2:14]([C:15]1([NH2:16])[CH2:17][C:18]([CH3:19])([CH3:20])[CH2:21][C:22]([CH3:23])([CH3:24])[CH2:25]1)[CH:26]=[CH2:27].[ClH:13].[N:1](=[N+:2]=[N-:3])[CH:4]1[CH:5]=[C:6]([CH3:12])[CH2:7][C:8]([CH3:10])([CH3:11])[CH2:9]1>>[ClH:13].[NH2:1][CH:4]1[CH:5]=[C:6]([CH3:12])[CH2:7][C:8]([CH3:10])([CH3:11])[CH2:9]1.